Task: describe an organic reaction: reactants, conditions, products, and yield. Dataset: the Open Reaction Database (ORD), a public repository of structured organic reaction records Starting materials: CC(=O)O, CON=C(C)Cc1c(Cl)sc(Cl)c1Cl, O. Product: CONC(C)Cc1c(Cl)sc(Cl)c1Cl. As a reaction SMILES: [CH3:15][C:16](=[O:17])[OH:18].[CH3:1][O:2][N:3]=[C:4]([CH2:5][c:6]1[c:7]([Cl:13])[s:8][c:9]([Cl:12])[c:10]1[Cl:11])[CH3:14].[OH2:19]>>[CH3:1][O:2][NH:3][CH:4]([CH2:5][c:6]1[c:7]([Cl:13])[s:8][c:9]([Cl:12])[c:10]1[Cl:11])[CH3:14]. Starting materials: CCN=C=NCCCN(C)C, CN1CCOCC1, CCOC(C)=O, Cl, Nc1ccc(Cl)c(C(F)(F)F)c1, CN(C)C=O, On1nnc2ccccc21, O=C(O)COc1cccc(-n2cnnn2)c1. Yields the product O=C(COc1cccc(-n2cnnn2)c1)Nc1ccc(Cl)c(C(F)(F)F)c1. RXN SMILES: [CH2:18]([N:19]=[C:20]=[N:21][CH2:22][CH2:23][CH2:24][N:25]([CH3:26])[CH3:27])[CH3:28].[CH3:39][N:40]1[CH2:41][CH2:42][O:43][CH2:44][CH2:45]1.[CH3:58][CH2:59][O:60][C:61](=[O:62])[CH3:63].[ClH:17].[NH2:46][c:47]1[cH:48][cH:49][c:50]([Cl:51])[c:52]([C:54]([F:55])([F:56])[F:57])[cH:53]1.[O:64]=[CH:65][N:66]([CH3:67])[CH3:68].[OH:29][n:30]1[c:31]2[cH:32][cH:33][cH:34][cH:35][c:36]2[n:37][n:38]1.[n:1]1(-[c:6]2[cH:7][c:8]([O:9][CH2:10][C:11](=[O:12])[OH:13])[cH:14][cH:15][cH:16]2)[n:2][n:3][n:4][cH:5]1>>[n:1]1(-[c:6]2[cH:7][c:8]([O:9][CH2:10][C:11](=[O:13])[NH:46][c:47]3[cH:48][cH:49][c:50]([Cl:51])[c:52]([C:54]([F:55])([F:56])[F:57])[cH:53]3)[cH:14][cH:15][cH:16]2)[n:2][n:3][n:4][cH:5]1.